This data is from the Open Reaction Database (ORD), a public repository of structured organic reaction records. The task is: describe an organic reaction: reactants, conditions, products, and yield Starting materials: O=C(O)C1CC(O)(Cc2cccs2)CN1C(=O)OCc1ccccc1, CC(=O)SCCC(=O)N1CC(O)(Cc2cccs2)CC1C(=O)O. The product is O=C(O)C1CC(O)(Cc2cccs2)CN1. As a reaction SMILES: [C:1]([O:2][CH2:3][c:4]1[cH:5][cH:6][cH:7][cH:8][cH:9]1)(=[O:10])[N:11]1[CH:12]([C:13](=[O:14])[OH:15])[CH2:16][C:17]([CH2:19][c:20]2[s:21][cH:22][cH:23][cH:24]2)([OH:25])[CH2:18]1.[C:26]([S:27][CH2:28][CH2:29][C:30]([N:31]1[CH2:32][C:33]([OH:34])([CH2:35][c:36]2[s:37][cH:38][cH:39][cH:40]2)[CH2:41][CH:42]1[C:43]([OH:44])=[O:45])=[O:46])(=[O:47])[CH3:48]>>[NH:11]1[CH:12]([C:13](=[O:14])[OH:15])[CH2:16][C:17]([CH2:19][c:20]2[s:21][cH:22][cH:23][cH:24]2)([OH:25])[CH2:18]1. Reactants: Clc1cc(Br)ccc1CBr, C[Si](C)(C)[N-][Si](C)(C)C, O=C1CCCCN1C1CCCCC1, [Li+], CN(C)C=O. Yields the product O=C1C(Cc2ccc(Br)cc2Cl)CCCN1C1CCCCC1. Reaction SMILES: [Br:24][CH2:25][c:26]1[c:27]([Cl:33])[cH:28][c:29]([Br:32])[cH:30][cH:31]1.[CH3:14][Si:15]([N-:16][Si:17]([CH3:18])([CH3:19])[CH3:20])([CH3:21])[CH3:22].[CH:1]1([N:7]2[C:8](=[O:13])[CH2:9][CH2:10][CH2:11][CH2:12]2)[CH2:2][CH2:3][CH2:4][CH2:5][CH2:6]1.[Li+:23].[O:34]=[CH:35][N:36]([CH3:37])[CH3:38]>>[CH:1]1([N:7]2[C:8](=[O:13])[CH:9]([CH2:25][c:26]3[c:27]([Cl:33])[cH:28][c:29]([Br:32])[cH:30][cH:31]3)[CH2:10][CH2:11][CH2:12]2)[CH2:2][CH2:3][CH2:4][CH2:5][CH2:6]1. Starting materials: Cc1cc(N)cc2cc(Br)cnc12, [Na+], [OH-], O, O=P(O)(O)O. Product: Cc1cc(O)cc2cc(Br)cnc12. RXN SMILES: [NH2:1][c:2]1[cH:3][c:4]2[cH:5][c:6]([Br:13])[cH:7][n:8][c:9]2[c:10]([CH3:12])[cH:11]1.[Na+:15].[OH-:14].[OH2:16].[P:17](=[O:18])([OH:19])([OH:20])[OH:21]>>[c:2]1([OH:14])[cH:3][c:4]2[cH:5][c:6]([Br:13])[cH:7][n:8][c:9]2[c:10]([CH3:12])[cH:11]1. The product is Cc1ccccc1OCC1(O)CCN(C(=O)OC(C)(C)C)CC1. Reaction SMILES: [C:1]([CH3:2])([CH3:3])([CH3:4])[O:5][C:6](=[O:7])[N:8]1[CH2:9][CH2:10][C:11]2([CH2:12][O:13]2)[CH2:14][CH2:15]1.[C:24](=[O:25])([O-:26])[O-:27].[CH3:16][c:17]1[cH:18][cH:19][cH:20][cH:21][c:22]1[OH:23].[CH3:31][N:32]([CH3:33])[CH:34]=[O:35].[K+:28].[K+:29].[OH2:30]>>[C:1]([CH3:2])([CH3:3])([CH3:4])[O:5][C:6](=[O:7])[N:8]1[CH2:9][CH2:10][C:11]([CH2:12][O:23][c:22]2[c:17]([CH3:16])[cH:18][cH:19][cH:20][cH:21]2)([OH:13])[CH2:14][CH2:15]1. Starting materials: CC(C)(C)OC(=O)N1CCC2(CC1)CO2, O=C([O-])[O-], Cc1ccccc1O, CN(C)C=O, [K+], [K+], O. Reactants: CC1(C)CC(Nc2nccc(-c3ccc(Br)s3)n2)CC(C)(C)N1, CCOC(=O)N1CCNCC1, CC(C)(C)[O-], [Na+], CC(=O)[O-], CC(=O)[O-], C1COCCO1, [Pd+2]. Product: CCOC(=O)N1CCN(c2ccc(-c3ccnc(NC4CC(C)(C)NC(C)(C)C4)n3)s2)CC1. Reaction SMILES: [Br:1][c:2]1[cH:3][cH:4][c:5](-[c:7]2[n:8][c:9]([NH:13][CH:14]3[CH2:15][C:16]([CH3:22])([CH3:23])[NH:17][C:18]([CH3:20])([CH3:21])[CH2:19]3)[n:10][cH:11][cH:12]2)[s:6]1.[CH2:30]([CH3:31])[O:32][C:33](=[O:34])[N:35]1[CH2:36][CH2:37][NH:38][CH2:39][CH2:40]1.[CH3:24][C:25]([CH3:26])([O-:27])[CH3:28].[Na+:29].[O-:48][C:49]([CH3:50])=[O:51].[O-:52][C:53]([CH3:54])=[O:55].[O:41]1[CH2:42][CH2:43][O:44][CH2:45][CH2:46]1.[Pd+2:47]>>[c:2]1([N:38]2[CH2:37][CH2:36][N:35]([C:33]([O:32][CH2:30][CH3:31])=[O:34])[CH2:40][CH2:39]2)[cH:3][cH:4][c:5](-[c:7]2[n:8][c:9]([NH:13][CH:14]3[CH2:15][C:16]([CH3:22])([CH3:23])[NH:17][C:18]([CH3:20])([CH3:21])[CH2:19]3)[n:10][cH:11][cH:12]2)[s:6]1. Starting materials: C(CCC)[Li] (n-Butyllithium), solution, CN(CCN(C)C)C (N,N,N',N'-tetramethylethylenediamine), C(C)OC(C)OC1=CC2=C(OCO2)C=C1 (5-(1-ethoxyethoxy)-1,3-benzodioxole), CN(C=O)C (N,N-dimethylformamide). The solvent is CCCCCC (hexane), C1CCOC1 (THF), C1CCOC1 (THF). Run at temperature -78 celsius. Yields the product C(C)OC(C)OC1=C(C2=C(OCO2)C=C1)C=O (5-(1-ethoxyethoxy)-4-formyl-1,3-benzodioxole). The yield is 96.0%. RXN SMILES: C([Li])CCC.CN(C)CCN(C)C.[CH2:14]([O:16][CH:17]([O:19][C:20]1[CH:28]=[CH:27][C:23]2[O:24][CH2:25][O:26][C:22]=2[CH:21]=1)[CH3:18])[CH3:15].CN(C)[CH:31]=[O:32]>CCCCCC.C1COCC1>[CH2:14]([O:16][CH:17]([O:19][C:20]1[CH:28]=[CH:27][C:23]2[O:24][CH2:25][O:26][C:22]=2[C:21]=1[CH:31]=[O:32])[CH3:18])[CH3:15]. Reported procedure: n-Butyllithium (18.6 ml of a 2.5M solution in hexane, 46.5 mmol) and N,N,N',N'-tetramethylethylenediamine (5.38 g, 46.3 mmol), respectively, were added (using a syringe) to a stirred solution of 5-(1-ethoxyethoxy)-1,3-benzodioxole (8.9 g, 42.4 mmol) in dry THF (100 ml) in a nitrogen atmosphere at -78° C. The resulting solution was allowed to attain room temperature and then cooled to -78° C. A solution of N,N-dimethylformamide (3.70 g, 50.6 mmol) in dry THF (20 ml) was added using a syringe, and... The reactants are CC(\C=C\C1C(=CCCC1(C)C)C)N1CCCCC1 (1-[1-methyl-3-(2,6,6-trimethyl-2-cyclohexenyl)-2(trans)-propenyl]piperidine), CI (methyliodide). Run in CO (methanol). The product is [I-].C[N+]1(CCCCC1)C(\C=C\C1C(=CCCC1(C)C)C)C (1-methyl-1-[1-methyl-3-(2,6,6-trimethyl-2-cyclohexenyl)-2(trans)-propenyl]piperidinium iodide). Yield: 28.1%. As a reaction SMILES: [CH3:1][CH:2]([N:14]1[CH2:19][CH2:18][CH2:17][CH2:16][CH2:15]1)/[CH:3]=[CH:4]/[CH:5]1[C:10]([CH3:12])([CH3:11])[CH2:9][CH2:8][CH:7]=[C:6]1[CH3:13].[CH3:20][I:21]>CO>[I-:21].[CH3:20][N+:14]1([CH:2]([CH3:1])/[CH:3]=[CH:4]/[CH:5]2[C:10]([CH3:12])([CH3:11])[CH2:9][CH2:8][CH:7]=[C:6]2[CH3:13])[CH2:15][CH2:16][CH2:17][CH2:18][CH2:19]1 |f:3.4|. Procedure details: To a solution of 1-[1-methyl-3-(2,6,6-trimethyl-2-cyclohexenyl)-2(trans)-propenyl]piperidine (3.0 g) in a small amount of absolute methanol was added methyliodide (2.1 g) under cooling, and the reaction mixture was allowed to stand over night. The solvent of the reaction mixture was distilled off under reduced pressure, and the residue was dissolved in dil. hydrochloric acid. The aqueous solution was washed with ether, and then adjusted to an alkalinity by adding sodium bicarbonate. The aqueous ...